From a dataset of the Open Reaction Database (ORD), a public repository of structured organic reaction records. describe an organic reaction: reactants, conditions, products, and yield The reactants are CC1=NC=CC(=C1)B1OC(C(O1)(C)C)(C)C (2-methyl-4-(4,4,5,5-tetramethyl-[1,3,2]dioxaborolan-2-yl)-pyridine), BrC1=C(C=C(C=C1C)I)C (2-bromo-5-iodo-1,3-dimethyl-benzene), Intermediate 56. The product is BrC1=C(C=C(C=C1C)C1=CC(=NC=C1)C)C (4-(4-Bromo-3,5-dimethyl-phenyl)-2-methyl-pyridine). RXN SMILES: [CH3:1][C:2]1[CH:7]=[C:6](B2OC(C)(C)C(C)(C)O2)[CH:5]=[CH:4][N:3]=1.[Br:17][C:18]1[C:23]([CH3:24])=[CH:22][C:21](I)=[CH:20][C:19]=1[CH3:26]>>[Br:17][C:18]1[C:23]([CH3:24])=[CH:22][C:21]([C:6]2[CH:5]=[CH:4][N:3]=[C:2]([CH3:1])[CH:7]=2)=[CH:20][C:19]=1[CH3:26]. Procedure: The title compound is prepared from 2-methyl-4-(4,4,5,5-tetramethyl-[1,3,2]dioxaborolan-2-yl)-pyridine and 2-bromo-5-iodo-1,3-dimethyl-benzene following a procedure analogous to that described in Step 1 of Intermediate 56. LC (method 9): tR=0.87 min; Mass spectrum (ESI+): m/z=276/278 (Br) [M+H]+.